This data is from the Open Reaction Database (ORD), a public repository of structured organic reaction records. The task is: describe an organic reaction: reactants, conditions, products, and yield Reactants: ClC1=C(C=NC2=CC=C(C=C12)OC)C#N (4-chloro-6-methoxy-3-quinolinecarbonitrile), product, ClC1=CC(=C(N)C=C1)F (4-chloro-2-fluoro-aniline), Cl.N1=CC=CC=C1 (pyridine hydrochloride). The solvent is C(C)OCCO (2-ethoxyethanol). Product: ClC1=CC(=C(C=C1)NC1=C(C=NC2=CC=C(C=C12)OC)C#N)F (4-(4-Chloro-2-fluoro-phenylamino)-6-methoxy-quinoline-3-carbonitrile). As a reaction SMILES: Cl[C:2]1[C:11]2[C:6](=[CH:7][CH:8]=[C:9]([O:12][CH3:13])[CH:10]=2)[N:5]=[CH:4][C:3]=1[C:14]#[N:15].[Cl:16][C:17]1[CH:23]=[CH:22][C:20]([NH2:21])=[C:19]([F:24])[CH:18]=1.Cl.N1C=CC=CC=1>C(OCCO)C>[Cl:16][C:17]1[CH:23]=[CH:22][C:20]([NH:21][C:2]2[C:11]3[C:6](=[CH:7][CH:8]=[C:9]([O:12][CH3:13])[CH:10]=3)[N:5]=[CH:4][C:3]=2[C:14]#[N:15])=[C:19]([F:24])[CH:18]=1 |f:2.3|. Procedure details: The method of Example 281 was used with 218.6 mg (1 mmol) of 4-chloro-6-methoxy-3-quinolinecarbonitrile, 174.7 mg (1.2 mmol) of 4-chloro-2-fluoro-aniline and 115.6 mg (1 mmol) of pyridine hydrochloride in 10 mL of 2-ethoxyethanol. This afforded 319.8 mg of the product as a yellow solid, m.p.>250° C., mass (electrospray, m/e): M+H 325.9, 327.9 Procedure: The amine of Stage 17c (3 g, 16.6 mmoles) in pyridine (100 ml) is introduced into a 250 ml three-necked flask, and acetic anhydride (51 g, 50 mmoles) is added dropwise. After 4 hours under agitation at ambient temperature, 100 ml of an HCl solution (10%) is added and the product formed is extracted with ether (3×50 ml). The organic phase is washed with an HCl solution (10%) (2×80 ml), then with water (2×80 ml), dried over MgSO4 and concentrated to dryness. In this way, a white solid is obtained ... Starting materials: C(C)(=O)OC(C)=O (acetic anhydride), S1C(=CC=C1)C1(CCCCC1)N (1-(2-thienyl)-cyclohexylamine), Cl (HCl). As a reaction SMILES: [S:1]1[CH:5]=[CH:4][CH:3]=[C:2]1[C:6]1([NH2:12])[CH2:11][CH2:10][CH2:9][CH2:8][CH2:7]1.[C:13]([O:16]C(=O)C)(=[O:15])[CH3:14].Cl>N1C=CC=CC=1>[C:13]([O:16][NH:12][C:6]1([C:2]2[S:1][CH:5]=[CH:4][CH:3]=2)[CH2:11][CH2:10][CH2:9][CH2:8][CH2:7]1)(=[O:15])[CH3:14]. Reaction conditions: time 4 hour. Yields the product C(C)(=O)ONC1(CCCCC1)C=1SC=CC1 (N-acetoxy-1-(2-thienyl)-cyclohexylamine). Solvent: N1=CC=CC=C1 (pyridine). Starting materials: CS(=O)(=O)OCCOC1=C(C=CC=C1)OCC(C)C (2-[2-(2-methylprop-1-yloxy)phenoxy]ethyl methanesulfonate), ClC=1C=C2C(=CNC2=CC1)CC(C)(C)N ([2-(5-chloro-1H-indol-3-yl)-1,1-dimethylethyl]amine), NC(=O)C=1NC2=CC=CC=C2C1CC(C)(C)N ([2-(2-aminocarbonyl-1H-indol-3-yl)-1,1-dimethylethyl]amine). The product is Cl.NC(=O)C=1NC2=CC=CC=C2C1CC(C)(C)NCCOC1=C(C=CC=C1)OCC(C)C ([2-(2-aminocarbonyl-1H-indol-3-yl)-1,1-dimethylethyl]{2-[2-(2-methylprop-1-yloxy)phenoxy]ethyl}amine hydrochloride). As a reaction SMILES: CS(O[CH2:6][CH2:7][O:8][C:9]1[CH:14]=[CH:13][CH:12]=[CH:11][C:10]=1[O:15][CH2:16][CH:17]([CH3:19])[CH3:18])(=O)=O.[Cl:20]C1C=C2C(=CC=1)NC=C2CC(N)(C)C.[NH2:35][C:36]([C:38]1[NH:39][C:40]2[C:45]([C:46]=1[CH2:47][C:48]([NH2:51])([CH3:50])[CH3:49])=[CH:44][CH:43]=[CH:42][CH:41]=2)=[O:37]>>[ClH:20].[NH2:35][C:36]([C:38]1[NH:39][C:40]2[C:45]([C:46]=1[CH2:47][C:48]([NH:51][CH2:6][CH2:7][O:8][C:9]1[CH:14]=[CH:13][CH:12]=[CH:11][C:10]=1[O:15][CH2:16][CH:17]([CH3:18])[CH3:19])([CH3:49])[CH3:50])=[CH:44][CH:43]=[CH:42][CH:41]=2)=[O:37] |f:3.4|. Procedure details: Proceeding as an Example 3, but replacing 2-[2-(cyclopropylmethyloxy)phenoxy]ethyl methanesulfonate with 2-[2-(2-methylprop-1-yloxy)phenoxy]ethyl methanesulfonate and [2-(5-chloro-1H-indol-3-yl)-1,1-dimethylethyl]amine with [2-(2-aminocarbonyl-1H-indol-3-yl)-1,1-dimethylethyl]amine, gave [2-(2-aminocarbonyl-1H-indol-3-yl)-1,1-dimethylethyl]{2-[2-(2-methylprop-1-yloxy)phenoxy]ethyl}amine hydrochloride, m.p. 154°-156° C. Reaction SMILES: [CH3:31][c:32]1[cH:33][cH:34][cH:35][cH:36][cH:37]1.[CH3:9][Al:10]([CH3:11])[CH3:12].[NH2:13][c:14]1[c:15]2[n:16]([cH:17][cH:18][n:19]1)[c:20]([CH:27]1[CH2:28][CH2:29][CH2:30]1)[n:21][c:22]2[C:23](=[O:24])[O:25][CH3:26].[NH2:1][c:2]1[cH:3][cH:4][cH:5][cH:6][c:7]1[NH2:8]>>[NH:1]([c:2]1[cH:3][cH:4][cH:5][cH:6][c:7]1[NH2:8])[C:23]([c:22]1[c:15]2[c:14]([NH2:13])[n:19][cH:18][cH:17][n:16]2[c:20]([CH:27]2[CH2:28][CH2:29][CH2:30]2)[n:21]1)=[O:24]. The reactants are Cc1ccccc1, C[Al](C)C, COC(=O)c1nc(C2CCC2)n2ccnc(N)c12, Nc1ccccc1N. Yields the product Nc1ccccc1NC(=O)c1nc(C2CCC2)n2ccnc(N)c12. Starting materials: COc1cccc(Br)c1, CCB(CC)c1cccnc1, [Na+], [Na+], O=C([O-])[O-], C1CCOC1, O, Cl[Pd]Cl, c1ccc(P(c2ccccc2)c2ccccc2)cc1, c1ccc(P(c2ccccc2)c2ccccc2)cc1. The product is COc1cccc(-c2cccnc2)c1. As a reaction SMILES: [Br:1][c:2]1[cH:3][c:4]([O:8][CH3:9])[cH:5][cH:6][cH:7]1.[CH2:10]([B:11]([CH2:12][CH3:19])[c:13]1[cH:14][n:15][cH:16][cH:17][cH:18]1)[CH3:20].[Na+:21].[Na+:22].[O-:23][C:24](=[O:25])[O-:26].[O:27]1[CH2:28][CH2:29][CH2:30][CH2:31]1.[OH2:32].[Pd:33]([Cl:34])[Cl:35].[c:36]1([P:37]([c:38]2[cH:39][cH:40][cH:41][cH:42][cH:43]2)[c:44]2[cH:45][cH:46][cH:47][cH:48][cH:49]2)[cH:50][cH:51][cH:52][cH:53][cH:54]1.[c:55]1([P:56]([c:57]2[cH:58][cH:59][cH:60][cH:61][cH:62]2)[c:63]2[cH:64][cH:65][cH:66][cH:67][cH:68]2)[cH:69][cH:70][cH:71][cH:72][cH:73]1>>[c:2]1(-[c:13]2[cH:14][n:15][cH:16][cH:17][cH:18]2)[cH:3][c:4]([O:8][CH3:9])[cH:5][cH:6][cH:7]1. The reactants are FC(S(=O)(=O)OC1=C2C[C@@H](COC2=CC=C1)N(CC1=CC=CC=C1)CC1=CC=CC=C1)(F)F ((3S)-3-(dibenzylamino) -3,4-dihydro-2H-chromen-5-yl trifluoromethanesulfonate), CCCC[Sn](CCCC)(CCCC)C1=CN=CC=C1 (3-(tri-N-butylstannyl)pyridine), O (Water). Reagents/catalysts: C1(=CC=CC=C1)P(C1=CC=CC=C1)C1=CC=CC=C1.C1(=CC=CC=C1)P(C1=CC=CC=C1)C1=CC=CC=C1.C1(=CC=CC=C1)P(C1=CC=CC=C1)C1=CC=CC=C1.C1(=CC=CC=C1)P(C1=CC=CC=C1)C1=CC=CC=C1.[Pd] (Palladium-tetrakis(triphenylphosphine)), C1(=CC=CC=C1)P(C1=CC=CC=C1)C1=CC=CC=C1.C1(=CC=CC=C1)P(C1=CC=CC=C1)C1=CC=CC=C1.C1(=CC=CC=C1)P(C1=CC=CC=C1)C1=CC=CC=C1.C1(=CC=CC=C1)P(C1=CC=CC=C1)C1=CC=CC=C1.[Pd] (palladium-tetrakis(triphenylphosphine)). Solvent: O1CCOCC1 (dioxane). Conditions: time 1 hour. Product: C(C1=CC=CC=C1)N([C@@H]1COC2=CC=CC(=C2C1)C=1C=NC=CC1)CC1=CC=CC=C1 ((3S)-N,N-dibenzyl-5-pyridin-3-ylchroman-3-amine). Isolated yield 36.9%. As a reaction SMILES: FC(F)(F)S(O[C:7]1[CH:16]=[CH:15][CH:14]=[C:13]2[C:8]=1[CH2:9][C@H:10]([N:17]([CH2:25][C:26]1[CH:31]=[CH:30][CH:29]=[CH:28][CH:27]=1)[CH2:18][C:19]1[CH:24]=[CH:23][CH:22]=[CH:21][CH:20]=1)[CH2:11][O:12]2)(=O)=O.CCCC[Sn]([C:47]1[CH:52]=[CH:51][CH:50]=[N:49][CH:48]=1)(CCCC)CCCC.O>O1CCOCC1.C1(P(C2C=CC=CC=2)C2C=CC=CC=2)C=CC=CC=1.C1(P(C2C=CC=CC=2)C2C=CC=CC=2)C=CC=CC=1.C1(P(C2C=CC=CC=2)C2C=CC=CC=2)C=CC=CC=1.C1(P(C2C=CC=CC=2)C2C=CC=CC=2)C=CC=CC=1.[Pd]>[CH2:18]([N:17]([CH2:25][C:26]1[CH:31]=[CH:30][CH:29]=[CH:28][CH:27]=1)[C@H:10]1[CH2:9][C:8]2[C:13](=[CH:14][CH:15]=[CH:16][C:7]=2[C:47]2[CH:48]=[N:49][CH:50]=[CH:51][CH:52]=2)[O:12][CH2:11]1)[C:19]1[CH:24]=[CH:23][CH:22]=[CH:21][CH:20]=1 |f:4.5.6.7.8|. Procedure: Palladium-tetrakis(triphenylphosphine) (48 mg, 0.042 mmol) and (3S)-3-(dibenzylamino) -3,4-dihydro-2H-chromen-5-yl trifluoromethanesulfonate (200 mg, 0.42 mmol) in dioxane (4 mL) were added to 3-(tri-N-butylstannyl)pyridine (232 mg, 0.63 mmol) under an atmosphere of argon and the resulting reaction mixture was irradiated in a microwave at 120-140° C. for 1.5 h. More palladium-tetrakis(triphenylphosphine) (48 mg, 0.042 mmol) was added and the irradiation was continued at 140° C. for 1 h. Water (2... Starting materials: CN1CCN(Cc2cc(Br)c3nc(-c4c(NCC(O)c5cccc(Cl)c5)cc[nH]c4=O)[nH]c3c2)CC1, C[Sn](C)(C)C, [F-], [K+], CN(C)C=O. Yields the product Cc1cc(CN2CCN(C)CC2)cc2[nH]c(-c3c(NCC(O)c4cccc(Cl)c4)cc[nH]c3=O)nc12. Reaction SMILES: [Br:1][c:2]1[cH:3][c:4]([CH2:29][N:30]2[CH2:31][CH2:32][N:33]([CH3:36])[CH2:34][CH2:35]2)[cH:5][c:6]2[nH:7][c:8](-[c:11]3[c:12](=[O:28])[nH:13][cH:14][cH:15][c:16]3[NH:17][CH2:18][CH:19]([OH:20])[c:21]3[cH:22][c:23]([Cl:27])[cH:24][cH:25][cH:26]3)[n:9][c:10]12.[CH3:37][Sn:38]([CH3:39])([CH3:40])[CH3:41].[F-:42].[K+:43].[O:44]=[CH:45][N:46]([CH3:47])[CH3:48]>>[c:2]1([CH3:37])[cH:3][c:4]([CH2:29][N:30]2[CH2:31][CH2:32][N:33]([CH3:36])[CH2:34][CH2:35]2)[cH:5][c:6]2[nH:7][c:8](-[c:11]3[c:12](=[O:28])[nH:13][cH:14][cH:15][c:16]3[NH:17][CH2:18][CH:19]([OH:20])[c:21]3[cH:22][c:23]([Cl:27])[cH:24][cH:25][cH:26]3)[n:9][c:10]12.